This data is from the Open Reaction Database (ORD), a public repository of structured organic reaction records. The task is: describe an organic reaction: reactants, conditions, products, and yield Starting materials: [I-].CSC=1SC[C@H]2[N+]1CC=1C=CC=CC1C2 ((S)-3-Methylthio-1,5,10,10a-tetrahydrothiazolo-[3,4-b]isoquinolinium iodide), NC=1SC(=C(N1)C)CC(=O)OCC (ethyl (2-amino-4-methylthiazol-5-yl)acetate). Run in N1=CC=CC=C1 (pyridine). Conditions: temperature 0 celsius, time 48 hour. Yields the product COC(=O)CC1=C(N=C(S1)N=C1SC[C@H]2N1CC=1C=CC=CC1C2)C ((S)-3-[(5-methoxycarbonylmethyl-4-methylthiazol-2-yl)imino]-1,5,10,10a-tetrahydrothiazolo[3,4-b]-isoquinoline). The yield is 79.0%. Reaction SMILES: [I-].CS[C:4]1[S:5][CH2:6][C@@H:7]2[CH2:16][C:15]3[CH:14]=[CH:13][CH:12]=[CH:11][C:10]=3[CH2:9][N+:8]=12.[NH2:17][C:18]1[S:19][C:20]([CH2:24][C:25]([O:27][CH2:28]C)=[O:26])=[C:21]([CH3:23])[N:22]=1>N1C=CC=CC=1>[CH3:28][O:27][C:25]([CH2:24][C:20]1[S:19][C:18]([N:17]=[C:4]2[N:8]3[CH2:9][C:10]4[CH:11]=[CH:12][CH:13]=[CH:14][C:15]=4[CH2:16][C@H:7]3[CH2:6][S:5]2)=[N:22][C:21]=1[CH3:23])=[O:26] |f:0.1|. Procedure details: (S)-3-Methylthio-1,5,10,10a-tetrahydrothiazolo-[3,4-b]isoquinolinium iodide (10 g) is added to a solution of ethyl (2-amino-4-methylthiazol-5-yl)acetate (5.5 g) in pyridine (150 cc). After 48 hours at a temperature of the order of 20° C., the solution is concentrated to dryness under reduced pressure (25 mm Hg; 3.3 kPa) at 60° C. The residue is dissolved in a mixture of methylene chloride (200 cc) and N sodium hydroxide solution (100 cc). The organic phase is washed with water (2×100 cc), dried ... Reactants: ClC=1C=CC(=NC1)C=1C=C(C(=O)O)C=C(C1)C(=C)C (3-(5-chloropyridin-2-yl)-5-isopropenylbenzoic acid), CS(=O)(=O)O (methanesulfonic acid), C([O-])([O-])=O.[Na+].[Na+] (sodium carbonate). The solvent is O (water). Run at temperature 50 celsius, time 18 hour. Yields the product ClC=1C=CC(=NC1)C=1C=C(C(=O)O)C=C(C1)C(C)(C)O (3-(5-chloropyridin-2-yl)-5-(1-hydroxy-1-methylethyl)benzoic acid). Yield: 59.6%. As a reaction SMILES: [Cl:1][C:2]1[CH:3]=[CH:4][C:5]([C:8]2[CH:9]=[C:10]([CH:14]=[C:15]([C:17]([CH3:19])=[CH2:18])[CH:16]=2)[C:11]([OH:13])=[O:12])=[N:6][CH:7]=1.CS(O)(=O)=[O:22].C(=O)([O-])[O-].[Na+].[Na+]>O>[Cl:1][C:2]1[CH:3]=[CH:4][C:5]([C:8]2[CH:9]=[C:10]([CH:14]=[C:15]([C:17]([OH:22])([CH3:19])[CH3:18])[CH:16]=2)[C:11]([OH:13])=[O:12])=[N:6][CH:7]=1 |f:2.3.4|. Procedure details: To a solution of 3-(5-chloropyridin-2-yl)-5-isopropenylbenzoic acid (0.18 g, 0.46 mmol) in water (4.6 mL) was added methanesulfonic acid (1.5 mL, 23.1 mmol). The mixture was heated to 50° C. After 18 h, the mixture was cooled to ambient temperature and sodium carbonate was added to adjust pH to 3-4. The mixture was extracted with ethyl acetate (3×). The combined organic extracts were washed with brine, dried over magnesium sulfate, filtered and concentrated. Purification by reverse phase chromat... Product: CC(C)(C)OC(=O)N1CCCC(C=O)C1. Starting materials: [Al+3], CON(C)C(=O)C1CCCN(C(=O)OC(C)(C)C)C1, C1CCOC1, CCOCC, [H-], [H-], [H-], [H-], [Li+]. As a reaction SMILES: [Al+3:2].[C:7]([CH3:8])([CH3:9])([CH3:10])[O:11][C:12](=[O:13])[N:14]1[CH2:15][CH:16]([C:20](=[O:21])[N:22]([O:23][CH3:24])[CH3:25])[CH2:17][CH2:18][CH2:19]1.[CH2:31]1[O:32][CH2:33][CH2:34][CH2:35]1.[CH3:26][CH2:27][O:28][CH2:29][CH3:30].[H-:1].[H-:4].[H-:5].[H-:6].[Li+:3]>>[C:7]([CH3:8])([CH3:9])([CH3:10])[O:11][C:12](=[O:13])[N:14]1[CH2:15][CH:16]([CH:20]=[O:21])[CH2:17][CH2:18][CH2:19]1. Starting materials: COc1ccc(S)cc1, COc1cc(CCl)cc(OC)c1OC. Product: COc1ccc(SCc2cc(OC)c(OC)c(OC)c2)cc1. Reaction SMILES: [CH3:1][O:2][c:3]1[cH:4][cH:5][c:6]([SH:9])[cH:7][cH:8]1.[Cl:10][CH2:11][c:12]1[cH:13][c:14]([O:22][CH3:23])[c:15]([O:20][CH3:21])[c:16]([O:18][CH3:19])[cH:17]1>>[CH3:1][O:2][c:3]1[cH:4][cH:5][c:6]([S:9][CH2:11][c:12]2[cH:13][c:14]([O:22][CH3:23])[c:15]([O:20][CH3:21])[c:16]([O:18][CH3:19])[cH:17]2)[cH:7][cH:8]1. Starting materials: O=C([O-])O, C=C1CCN(C(=O)OCc2ccccc2)CC1, CO, [Na+]. The product is O=C(OCc1ccccc1)N1CCC2(CC1)CO2. Reaction SMILES: [C:18]([O-:19])(=[O:20])[OH:21].[CH2:1]=[C:2]1[CH2:3][CH2:4][N:5]([C:8](=[O:9])[O:10][CH2:11][c:12]2[cH:13][cH:14][cH:15][cH:16][cH:17]2)[CH2:6][CH2:7]1.[CH3:23][OH:24].[Na+:22]>>[CH2:1]1[C:2]2([CH2:3][CH2:4][N:5]([C:8](=[O:9])[O:10][CH2:11][c:12]3[cH:13][cH:14][cH:15][cH:16][cH:17]3)[CH2:6][CH2:7]2)[O:19]1. The reactants are C(C1=CC=CC=C1)OC=1C=C(C=CC1)C1(CCC(CC1)=O)N(CCCC)C (4-(m-benzyloxyphenyl)-4-(methyl-n-butylamino)cyclohexanone), ClC1=CC=C(C=C1)C1(CCC(CC1)=O)N(C)C (4-(p-chlorophenyl)-4-dimethylaminocyclohexanone). Yields the product C(C1=CC=CC=C1)OC=1C=C(C=CC1)C1(CC(C(CC1)=O)C)N(C)CCCC (4-(m-benzyloxyphenyl)-4-(n-butylmethylamino)-2-methylcyclohexanone). As a reaction SMILES: [CH2:1]([O:8][C:9]1[CH:10]=[C:11]([C:15]2([N:22]([CH3:27])[CH2:23][CH2:24][CH2:25][CH3:26])[CH2:20][CH2:19][C:18](=[O:21])[CH2:17][CH2:16]2)[CH:12]=[CH:13][CH:14]=1)[C:2]1[CH:7]=[CH:6][CH:5]=[CH:4][CH:3]=1.Cl[C:29]1C=CC(C2(N(C)C)CCC(=O)CC2)=CC=1>>[CH2:1]([O:8][C:9]1[CH:10]=[C:11]([C:15]2([N:22]([CH2:23][CH2:24][CH2:25][CH3:26])[CH3:27])[CH2:16][CH2:17][C:18](=[O:21])[CH:19]([CH3:29])[CH2:20]2)[CH:12]=[CH:13][CH:14]=1)[C:2]1[CH:3]=[CH:4][CH:5]=[CH:6][CH:7]=1. Reported procedure: Following the procedure of Preparation VIIA but substituting 4-(m-benzyloxyphenyl)-4-n-butylmethylamino)cyclohexanone (prepared according to Preparation VI) for 4-(p-chlorophenyl)-4-dimethylaminocyclohexanone there is obtained 4-(m-benzyloxyphenyl)-4-(n-butylmethylamino)-2-methylcyclohexanone. RXN SMILES: [NH:1]([C:3]1[N:8]([CH2:9][C:10]([CH3:12])=[CH2:11])[C:7](=[O:13])[N:6]([CH3:14])[C:5](=[O:15])[CH:4]=1)[NH2:2].[CH3:16]OC(OC)N(C)C>>[CH3:14][N:6]1[C:5](=[O:15])[C:4]2=[CH:16][NH:2][N:1]=[C:3]2[N:8]([CH2:9][C:10]([CH3:12])=[CH2:11])[C:7]1=[O:13]. Procedure: A mixture of 6-hydrazino-3-methyl-1-(2-methyl-2-propenyl)pyrimidine-2,4[1H,3H]-dione (0.575 g) and dimethylformamide dimethylacetal (0.73 ml) was heated at 90° C. for 20 minutes. The mixture was allowed to cool and was directly purified by column chromatography over silica eluting with ethyl acetate: hexane (2:1) and then recrystallisation from ethyl acetate/hexane to give the subtitle compound (0.063 g). Melting point: 232-233° C. MS (EI) 220 (M+) 1H NMR (CDCl3 /DMSO-d6) δ 1.80 (3H, s); 3.39 (3... Reactants: N(N)C1=CC(N(C(N1CC(=C)C)=O)C)=O (6-hydrazino-3-methyl-1-(2-methyl-2-propenyl)pyrimidine-2,4[1H,3H]-dione), COC(N(C)C)OC (dimethylformamide dimethylacetal). The product is CN1C(N(C=2C(C1=O)=CNN2)CC(=C)C)=O (5-Methyl-7-(2-methyl-2-propenyl)-2H-pyrazolo[3,4-d]pyrimidine-4,6-[5H,7H]-dione). Conditions: temperature 90 celsius. The solvent is CN(C=O)C (dimethylformamide). Product: C(C1=CC=CC=C1)N1C(NCC2=C(C=CC=C12)OC1=CC=CC=C1)=O (1-Benzyl-5-phenoxy-3,4-dihydro-(1H)-quinazolin-2-one). Procedure details: The product of 2c above, 5-phenoxy-3,4-dihydro-(1H)-quinazolin-2-one (0.08 g, 0.33 mmol) was dissolved in dimethylformamide (3 mL) and stirred at room temperature under argon. Sodium hydride (0.0084 g, 0.35 mmol) was added and the mixture heated to 55° C. in an oil bath. Gas evolution occurred and a clear solution resulted. Benzyl bromide (0.060 g, 0.35 mmol) was added and the reaction mixture was heated at 55° C. for 1 hour. The solvent was evaporated in vacuo, to give the crude product which w... As a reaction SMILES: [O:1]([C:8]1[CH:17]=[CH:16][CH:15]=[C:14]2[C:9]=1[CH2:10][NH:11][C:12](=[O:18])[NH:13]2)[C:2]1[CH:7]=[CH:6][CH:5]=[CH:4][CH:3]=1.[H-].[Na+].[CH2:21](Br)[C:22]1[CH:27]=[CH:26][CH:25]=[CH:24][CH:23]=1>CN(C)C=O>[CH2:21]([N:13]1[C:14]2[C:9](=[C:8]([O:1][C:2]3[CH:3]=[CH:4][CH:5]=[CH:6][CH:7]=3)[CH:17]=[CH:16][CH:15]=2)[CH2:10][NH:11][C:12]1=[O:18])[C:22]1[CH:27]=[CH:26][CH:25]=[CH:24][CH:23]=1 |f:1.2|. The reactants are C(C1=CC=CC=C1)Br (Benzyl bromide), 2c, O(C1=CC=CC=C1)C1=C2CNC(NC2=CC=C1)=O (5-phenoxy-3,4-dihydro-(1H)-quinazolin-2-one), [H-].[Na+] (Sodium hydride). Starting materials: C(C1=CC=CC=C1)N1CC(C1)SC(C)=O (1-Benzyl-3-acetylthio-azetidine), mixture, [OH-].[Na+] (sodium hydroxide), Cl (HCl). Solvent: CO (methanol). Run at temperature 0 celsius, time 30 minute. Yields the product C(C1=CC=CC=C1)N1CC(C1)S (1-benzyl-azetidine-3-thiol). Yield: 76.5%. Reaction SMILES: [CH2:1]([N:8]1[CH2:11][CH:10]([S:12]C(=O)C)[CH2:9]1)[C:2]1[CH:7]=[CH:6][CH:5]=[CH:4][CH:3]=1.[OH-].[Na+].Cl>CO>[CH2:1]([N:8]1[CH2:11][CH:10]([SH:12])[CH2:9]1)[C:2]1[CH:3]=[CH:4][CH:5]=[CH:6][CH:7]=1 |f:1.2|. Procedure: 1-Benzyl-3-acetylthio-azetidine (1 g, 4.518 mmol) prepared in Preparation Example 49 was dissolved in methanol (20 ml), and oxygen was completely removed by passing nitrogen through the mixture. The resulting mixture was cooled to 0° C., 2N sodium hydroxide (2.27 ml, 4.518 mmol) was added thereto slowly, stirred at 0° C. for 30 min, and then 2N—HCl was added thereto to neutralize (pH 7) the mixture. The resulting solution was concentrated under a reduced pressure, and the concentrate was dissolv...